This data is from the Open Reaction Database (ORD), a public repository of structured organic reaction records. The task is: describe an organic reaction: reactants, conditions, products, and yield The reactants are NC1=NC(=CC(=N1)OC)C (2-amino-4-methoxy-6-methylpyrimidine), C(C)N(S(=O)(=O)C1=C(C=CC=C1)S(=O)(=O)N=C=O)CC (o-N,N-Diethylsulfamoylbenzenesulfonyl isocyanate), C1CN2CCN1CC2 (DABCO). The solvent is C(C)#N (acetonitrile). The product is C(C)N(S(=O)(=O)C=1C(=CC=CC1)S(=O)(=O)NC(=O)NC1=NC(=CC(=N1)OC)C)CC (N,N-diethyl-N'[(4-methoxy-6-methylpyrimidin-2-yl)aminocarbonyl]-1,2-benzenedisulfonamide). Yield: 34.2%. RXN SMILES: [NH2:1][C:2]1[N:7]=[C:6]([O:8][CH3:9])[CH:5]=[C:4]([CH3:10])[N:3]=1.[CH2:11]([N:13]([CH2:29][CH3:30])[S:14]([C:17]1[CH:22]=[CH:21][CH:20]=[CH:19][C:18]=1[S:23]([N:26]=[C:27]=[O:28])(=[O:25])=[O:24])(=[O:16])=[O:15])[CH3:12].C1N2CCN(CC2)C1>C(#N)C>[CH2:29]([N:13]([CH2:11][CH3:12])[S:14]([C:17]1[C:18]([S:23]([NH:26][C:27]([NH:1][C:2]2[N:7]=[C:6]([O:8][CH3:9])[CH:5]=[C:4]([CH3:10])[N:3]=2)=[O:28])(=[O:25])=[O:24])=[CH:19][CH:20]=[CH:21][CH:22]=1)(=[O:16])=[O:15])[CH3:30]. Procedure: A mixture of 0.8 g of 2-amino-4-methoxy-6-methylpyrimidine, 2.8 g of the crude sulfonyl isocyanate from Example 4 and a few crystals of DABCO in 25 ml of acetonitrile was stirred at room temperature for 16 hours. A small amount of unreacted aminopyrimidine was filtered off and the filtrate concentrated in-vacuo to give a hard glass. Crystallization from methanol gave 0.9 g of N,N-diethyl-N'[(4-methoxy-6-methylpyrimidin-2-yl)aminocarbonyl]-1,2-benzenedisulfonamide as a white solid, m.p. 170°-2°. The reactants are C1=CC2=C(N=C1)N(N=N2)O (HOAt), C(CCl)Cl (EDC), FC1=CC=C2CCN(C(C2=C1)C1=CC=CC=C1)C(CCC(=O)O)=O (4-(7-fluoro-1-phenyl-3,4-dihydroisoquinolin-2(1H)-yl)-4-oxobutyric acid), FC(C=1C=C(CN)C=CC1)(F)F (3-trifluoromethyl benzylamine). Reported procedure: A solution of 200 mg (0.61 mmol) of 4-(7-fluoro-1-phenyl-3,4-dihydroisoquinolin-2(1H)-yl)-4-oxobutyric acid (intermediate VVV04) and 88.0 μl (0.61 mmol) of 3-trifluoromethyl benzylamine in DCM (15 ml) was cooled to 0° C. and then 8.3 mg (0.06 mmol) of HOAt and 129 mg (0.67 mmol) of EDC were added in succession. The mixture was then stirred for 16 h at room temperature. The reaction solution was poured into water (75 ml) and extracted with DCM (2×75 ml). The combined organic phases were washed wi... RXN SMILES: [F:1][C:2]1[CH:11]=[C:10]2[C:5]([CH2:6][CH2:7][N:8]([C:18](=[O:24])[CH2:19][CH2:20][C:21](O)=[O:22])[CH:9]2[C:12]2[CH:17]=[CH:16][CH:15]=[CH:14][CH:13]=2)=[CH:4][CH:3]=1.[F:25][C:26]([F:36])([F:35])[C:27]1[CH:28]=[C:29]([CH:32]=[CH:33][CH:34]=1)[CH2:30][NH2:31].C1C=NC2N(O)N=NC=2C=1.C(Cl)CCl>C(Cl)Cl.CO.CCCCCCC.O>[NH3:8].[F:1][C:2]1[CH:11]=[C:10]2[C:5]([CH2:6][CH2:7][N:8]([C:18](=[O:24])[CH2:19][CH2:20][C:21]([NH:31][CH2:30][C:29]3[CH:32]=[CH:33][CH:34]=[C:27]([C:26]([F:35])([F:36])[F:25])[CH:28]=3)=[O:22])[CH:9]2[C:12]2[CH:17]=[CH:16][CH:15]=[CH:14][CH:13]=2)=[CH:4][CH:3]=1. The yield is 163.9%. Run in CO (MeOH), CCCCCCC (heptane), O (water), C(Cl)Cl (DCM). Run at time 16 hour. The product is N (NH3), FC1=CC=C2CCN(C(C2=C1)C1=CC=CC=C1)C(CCC(=O)NCC1=CC(=CC=C1)C(F)(F)F)=O (4-(7-fluoro-1-phenyl-3,4-dihydroisoquinolin-2(1H)-yl)-4-oxo-N-(3-(trifluoromethyl)benzyl)butyric acid amide). The reactants are colorless liquid, BrCCCCC1=CC=CC=C1 ((4-bromobutyl)benzene), CNC (dimethylamine), C(C)O (ethanol), C([O-])(O)=O.[Na+] (sodium bicarbonate). Solvent: C(C)(=O)OCC (ethyl acetate), C1=CC=CC=C1 (benzene). Run at time 520 minute. Yields the product CN(C)CCCCC1=CC=CC=C1 (N,N-dimethyl-4-phenylbutylamine). Reaction SMILES: Br[CH2:2][CH2:3][CH2:4][CH2:5][C:6]1[CH:11]=[CH:10][CH:9]=[CH:8][CH:7]=1.[CH3:12][NH:13][CH3:14].C(O)C.C(=O)(O)[O-].[Na+]>C1C=CC=CC=1.C(OCC)(=O)C>[CH3:12][N:13]([CH2:2][CH2:3][CH2:4][CH2:5][C:6]1[CH:11]=[CH:10][CH:9]=[CH:8][CH:7]=1)[CH3:14] |f:3.4|. Procedure: To 426 mg of the colorless liquid (4-bromobutyl)benzene were added 1.05 ml of 50% dimethylamine aqueous solution and 1 ml of ethanol, and the mixture was stirred at a room temperature for 520 minutes. To the reaction mixture were added 30 ml of ethyl acetate and 10 ml of 5% sodium bicarbonate aqueous solution. The separated organic layer was washed with a saturated sodium chloride aqueous solution, dried over magnesium sulfate, and evaporated under a reduced pressure to obtain a residue. To the ... Yields the product C1(CCC1)NC(=O)C1=CC2=CC=C(C=C2C=C1)C(C(C)C)(C=1N=CNC1)O (N-Cyclobutyl-6-[1-hydroxy-1-(1H-imidazol-4-yl)-2-methylpropyl)-2-naphthamide). Procedure details: In a manner to that described in Example 9-(i), methyl 6-(1-hydroxy-2-methyl-1-(1-trityl-1H-imidazol-4-yl)propyl)-2-naphthoate (1.78 g) was converted to 6-(1-hydroxy-2-methyl-1-(1-trityl-1H-imidazol-4-yl)propyl)-2-naphthoic acid, which was reacted with cyclobutylamine hydrochloride (405 mg) in a similar manner as described in Example 24-(i) to give the titled compound (1.36 g) as a colorless powder. Yield: 119.1%. Starting materials: OC(C(C)C)(C=1N=CN(C1)C(C1=CC=CC=C1)(C1=CC=CC=C1)C1=CC=CC=C1)C=1C=C2C=CC(=CC2=CC1)C(=O)OC (methyl 6-(1-hydroxy-2-methyl-1-(1-trityl-1H-imidazol-4-yl)propyl)-2-naphthoate), OC(C(C)C)(C=1N=CN(C1)C(C1=CC=CC=C1)(C1=CC=CC=C1)C1=CC=CC=C1)C=1C=C2C=CC(=CC2=CC1)C(=O)O (6-(1-hydroxy-2-methyl-1-(1-trityl-1H-imidazol-4-yl)propyl)-2-naphthoic acid), Cl.C1(CCC1)N (cyclobutylamine hydrochloride). Reaction SMILES: [OH:1][C:2]([C:30]1[CH:31]=[C:32]2[C:37](=[CH:38][CH:39]=1)[CH:36]=[C:35]([C:40](OC)=[O:41])[CH:34]=[CH:33]2)([C:6]1[N:7]=[CH:8][N:9](C(C2C=CC=CC=2)(C2C=CC=CC=2)C2C=CC=CC=2)[CH:10]=1)[CH:3]([CH3:5])[CH3:4].OC(C1C=C2C(=CC=1)C=C(C(O)=O)C=C2)(C1N=CN(C(C2C=CC=CC=2)(C2C=CC=CC=2)C2C=CC=CC=2)C=1)C(C)C.Cl.[CH:87]1([NH2:91])[CH2:90][CH2:89][CH2:88]1>>[CH:87]1([NH:91][C:40]([C:35]2[CH:34]=[CH:33][C:32]3[C:37](=[CH:38][CH:39]=[C:30]([C:2]([OH:1])([C:6]4[N:7]=[CH:8][NH:9][CH:10]=4)[CH:3]([CH3:5])[CH3:4])[CH:31]=3)[CH:36]=2)=[O:41])[CH2:90][CH2:89][CH2:88]1 |f:2.3|. Procedure: Fluorene 60 g (0.36 mol) was dissolved in dehydrated THF 1500 ml. Subsequently, butyl lithium-hexane solution 225 ml (1.6 M) was slowly dropped in at 0° C. under argon gas atmosphere. Next, paraformaldehyde 12 g was added and the mixture was agitated at a room temperature for 5 hours. After agitation, saturated sodium bicarbonate water 600 ml was added, and extracted with diethyl ether. An organic layer was washed twice with an aqueous saturated NaCl solution, and then the solvent was evaporated... Reaction conditions: time 5 hour. The solvent is C1CCOC1 (THF). Reactants: C=O (paraformaldehyde), C1=CC=CC=2C3=CC=CC=C3CC12 (Fluorene), O.C([O-])(O)=O.[Na+] (sodium bicarbonate water). As a reaction SMILES: [CH:1]1[C:13]2[CH2:12][C:11]3[C:6](=[CH:7][CH:8]=[CH:9][CH:10]=3)[C:5]=2[CH:4]=[CH:3][CH:2]=1.C=O.O.[C:17](=O)(O)[O-:18].[Na+]>C1COCC1>[C:1]1([CH2:17][OH:18])[C:13]2[CH2:12][C:11]3[C:6](=[CH:7][CH:8]=[CH:9][CH:10]=3)[C:5]=2[CH:4]=[CH:3][CH:2]=1 |f:2.3.4|. Yields the product C1(=CC=CC=2C3=CC=CC=C3CC12)CO (fluorenyl methanol).